Dataset: the Open Reaction Database (ORD), a public repository of structured organic reaction records. Task: describe an organic reaction: reactants, conditions, products, and yield The reactants are [Cl-].[NH4+] (ammonium chloride), C(#N)C=1C=NC=CC1 (3-cyanopyridine), C(C)OCC (diethyl ether), BrCCCCCCCCCC (1-bromodecane), [Mg] (magnesium), [Mg] (magnesium), CCOCC (ether). Yields the product C(CCCCCCCCCC)(=O)C=1C=NC=CC1 (3-undecanoylpyridine). The yield is 32.9%. RXN SMILES: [Mg].Br[CH2:3][CH2:4][CH2:5][CH2:6][CH2:7][CH2:8][CH2:9][CH2:10][CH2:11][CH3:12].[C:13]([C:15]1[CH:16]=[N:17][CH:18]=[CH:19][CH:20]=1)#N.[Cl-].[NH4+].C([O:25]CC)C>>[C:13]([C:15]1[CH:16]=[N:17][CH:18]=[CH:19][CH:20]=1)(=[O:25])[CH2:3][CH2:4][CH2:5][CH2:6][CH2:7][CH2:8][CH2:9][CH2:10][CH2:11][CH3:12] |f:3.4|. Procedure: To anhydrous ether was added 3.60 g of magnesium for Grignard reaction, and 36.5 g of 1-bromodecane was dropwise added while stirring. After the magnesium was completely dissolved, a diethyl ether solution of 15.6 g (0.15 mol) of 3-cyanopyridine was dropwise added and the mixture was refluxed for 4 hours. After cooling, saturated ammonium chloride solution was added, the diethyl ether layer was separated, and the aqueous layer was further extracted with diethyl ether. The ether layers was combin... Starting materials: C(#N)C1(CCCC1)C1=CC=C(C=C1)N(CC)CC (1-cyano-1-(4-diethylaminophenyl)cyclopentane), [H][H] (hydrogen), [H][H] (hydrogen). The reagents and catalysts are [Ni] (Ra-Ni). The solvent is N (ammonia). The product is C(C)N(C1=CC=C(C=C1)C1(CCCC1)CN)CC ([1-(4-diethylaminophenyl)cyclopentyl]methylamine). The yield is 93.4%. RXN SMILES: [C:1]([C:3]1([C:8]2[CH:13]=[CH:12][C:11]([N:14]([CH2:17][CH3:18])[CH2:15][CH3:16])=[CH:10][CH:9]=2)[CH2:7][CH2:6][CH2:5][CH2:4]1)#[N:2].[H][H]>[Ni].N>[CH2:17]([N:14]([CH2:15][CH3:16])[C:11]1[CH:12]=[CH:13][C:8]([C:3]2([CH2:1][NH2:2])[CH2:4][CH2:5][CH2:6][CH2:7]2)=[CH:9][CH:10]=1)[CH3:18]. Procedure: In a pressure reactor was placed 10.4 g (0.043 mole) of 1-cyano-1-(4-diethylaminophenyl)cyclopentane, 100 mL of methanolic ammonia, and 10 g of Ra-Ni catalyst. The reactor was charged with hydrogen and shaken at room temperature until the theoretical amount of hydrogen was taken up. The reaction mixture was filtered and the filtrate concentrated in vacuo to yield 9.9 g of the desired amine. Reaction SMILES: [Cl:1][C:2]1[N:3]([CH3:14])[C:4]2[C:9]([C:10]=1[C:11]([OH:13])=O)=[CH:8][CH:7]=[CH:6][CH:5]=2.O=S(Cl)Cl.Cl.[CH3:20][O:21][C:22](=[O:25])[CH2:23][NH2:24]>>[C:22]([CH2:23][NH:24][C:11]([C:10]1[C:9]2[C:4](=[CH:5][CH:6]=[CH:7][CH:8]=2)[N:3]([CH3:14])[C:2]=1[Cl:1])=[O:13])([O:21][CH3:20])=[O:25] |f:2.3|. Isolated yield 78.0%. Procedure details: Similar reaction of 2-chloro-1-methylindole-3-carboxylic acid [XXI] with SOCl2 and glycine methyl ester hydrochloride gave N-carbomethoxymethyl 2-chloro-1-methylindole-3-carboxamide [XXII: R6 =H, R7 =CH2COOMe] (78% yield); mp (CHCl3 /light petroleum) 102.5°-104° C. The product is C(=O)(OC)CNC(=O)C1=C(N(C2=CC=CC=C12)C)Cl (N-carbomethoxymethyl 2-chloro-1-methylindole-3-carboxamide), XXII. The reactants are ClC=1N(C2=CC=CC=C2C1C(=O)O)C (2-chloro-1-methylindole-3-carboxylic acid), O=S(Cl)Cl (SOCl2), Cl.COC(CN)=O (glycine methyl ester hydrochloride). The reactants are CN(C)CC#Cc1ccc(OCOCC[Si](C)(C)C)cn1, CO, Cl. The product is CN(C)CC#Cc1ccc(O)cn1. Reaction SMILES: [CH3:1][N:2]([CH2:3][C:4]#[C:5][c:6]1[n:7][cH:8][c:9]([O:12][CH2:13][O:14][CH2:15][CH2:16][Si:17]([CH3:18])([CH3:19])[CH3:20])[cH:10][cH:11]1)[CH3:21].[CH3:23][OH:24].[ClH:22]>>[CH3:1][N:2]([CH2:3][C:4]#[C:5][c:6]1[n:7][cH:8][c:9]([OH:12])[cH:10][cH:11]1)[CH3:21]. Starting materials: CC(=O)SCC(Cc1ccccc1)C(=O)O, COC(=O)C(N)Cc1ccc(OCc2ccccc2)cc1, CO, Cl. The product is COC(=O)C(Cc1ccc(OCc2ccccc2)cc1)NC(=O)C(CSC(C)=O)Cc1ccccc1. Reaction SMILES: [C:23]([CH3:24])(=[O:25])[S:26][CH2:27][CH:28]([C:29](=[O:30])[OH:31])[CH2:32][c:33]1[cH:34][cH:35][cH:36][cH:37][cH:38]1.[CH3:2][O:3][C:4]([CH:5]([NH2:6])[CH2:7][c:8]1[cH:9][cH:10][c:11]([O:14][CH2:15][c:16]2[cH:17][cH:18][cH:19][cH:20][cH:21]2)[cH:12][cH:13]1)=[O:22].[CH3:39][OH:40].[ClH:1]>>[CH3:2][O:3][C:4]([CH:5]([NH:6][C:29]([CH:28]([CH2:27][S:26][C:23]([CH3:24])=[O:25])[CH2:32][c:33]1[cH:34][cH:35][cH:36][cH:37][cH:38]1)=[O:30])[CH2:7][c:8]1[cH:9][cH:10][c:11]([O:14][CH2:15][c:16]2[cH:17][cH:18][cH:19][cH:20][cH:21]2)[cH:12][cH:13]1)=[O:22]. Starting materials: BrC=1C=CC(=NC1)OC1=C(C=CC=C1)F (5-bromo-2-(2-fluoro-phenoxy)-pyridine), CN(C=O)C (N,N-dimethylformamide), O1CCCC1 (tetrahydrofuran), C(CCC)[Li] (n-butyl lithium). Solvent: O (Water). Conditions: temperature 0 celsius. Product: FC1=C(OC2=CC=C(C=N2)C=O)C=CC=C1 (6-(2-Fluoro-phenoxy)-pyridine-3-carbaldehyde). Isolated yield 53.0%. RXN SMILES: Br[C:2]1[CH:3]=[CH:4][C:5]([O:8][C:9]2[CH:14]=[CH:13][CH:12]=[CH:11][C:10]=2[F:15])=[N:6][CH:7]=1.[O:16]1CCC[CH2:17]1.C([Li])CCC.CN(C)C=O>O>[F:15][C:10]1[CH:11]=[CH:12][CH:13]=[CH:14][C:9]=1[O:8][C:5]1[N:6]=[CH:7][C:2]([CH:17]=[O:16])=[CH:3][CH:4]=1. Procedure details: To a mixture of 5-bromo-2-(2-fluoro-phenoxy)-pyridine (500 mg, 1.9 mmol) described in Manufacturing Example 74-1-1 and tetrahydrofuran (7 mL) was added n-butyl lithium (1.7 mL, 1.5 M n-hexane solution, 2.6 mmol) under nitrogen atmosphere at −78° C. N,N-dimethylformamide (0.29 mL, 3.7 mmol) was added to the reaction mixture at the same temperature, and the temperature was then gradually raised to 0° C. Water was added to the reaction solution, which was then extracted with ethyl acetate. The orga... Procedure details: Using 1-[2-(methoxycarbonyl)phenyl]nipecotic acid (77.5 mg, 0.294 mmol) and (4′-chlorobiphenyl-4-yl)methylamine hydrochloride (72.2 mg, 0.284 mmol), the same procedure was followed as in Step 3a of Example 3 to give 114 mg (87%) of the desired compound as a colorless amorphous product. Yield: 86.7%. Starting materials: COC(=O)C1=C(C=CC=C1)N1CC(C(=O)O)CCC1 (1-[2-(methoxycarbonyl)phenyl]nipecotic acid), Cl.ClC1=CC=C(C=C1)C1=CC=C(C=C1)CN ((4′-chlorobiphenyl-4-yl)methylamine hydrochloride). Reaction SMILES: [CH3:1][O:2][C:3]([C:5]1[CH:10]=[CH:9][CH:8]=[CH:7][C:6]=1[N:11]1[CH2:19][CH2:18][CH2:17][CH:13]([C:14]([OH:16])=O)[CH2:12]1)=[O:4].Cl.[Cl:21][C:22]1[CH:27]=[CH:26][C:25]([C:28]2[CH:33]=[CH:32][C:31]([CH2:34][NH2:35])=[CH:30][CH:29]=2)=[CH:24][CH:23]=1>>[Cl:21][C:22]1[CH:23]=[CH:24][C:25]([C:28]2[CH:33]=[CH:32][C:31]([CH2:34][NH:35][C:14]([CH:13]3[CH2:17][CH2:18][CH2:19][N:11]([C:6]4[CH:7]=[CH:8][CH:9]=[CH:10][C:5]=4[C:3]([O:2][CH3:1])=[O:4])[CH2:12]3)=[O:16])=[CH:30][CH:29]=2)=[CH:26][CH:27]=1 |f:1.2|. Product: ClC1=CC=C(C=C1)C1=CC=C(C=C1)CNC(=O)C1CN(CCC1)C1=C(C(=O)OC)C=CC=C1 (Methyl 2-[3-[N-[(4′-chlorobiphenyl-4-yl)methyl]carbamoyl]piperidin-1-yl]benzoate). Reactants: CCN, CN(C)C=O, CN1Cc2c(-c3noc(CCl)n3)ncn2-c2ccc(F)cc2C1=O. Yields the product CCNCc1nc(-c2ncn3c2CN(C)C(=O)c2cc(F)ccc2-3)no1. RXN SMILES: [CH3:25][CH2:26][NH2:27].[CH3:28][N:29]([CH3:30])[CH:31]=[O:32].[Cl:1][CH2:2][c:3]1[n:4][c:5](-[c:8]2[n:9][cH:10][n:11]3[c:12]2[CH2:13][N:14]([CH3:24])[C:15](=[O:23])[c:16]2[c:17]-3[cH:18][cH:19][c:20]([F:22])[cH:21]2)[n:6][o:7]1>>[CH2:2]([c:3]1[n:4][c:5](-[c:8]2[n:9][cH:10][n:11]3[c:12]2[CH2:13][N:14]([CH3:24])[C:15](=[O:23])[c:16]2[c:17]-3[cH:18][cH:19][c:20]([F:22])[cH:21]2)[n:6][o:7]1)[NH:27][CH2:26][CH3:25]. Starting materials: C (Methane), BrC=1C=C2C3C(N4C2=C(C1)OCC4)CCN(CC3)C(=O)OC(C)(C)C (tert-butyl 5-bromo-1,2,6b,7,8,10,11,11a-octahydro-9H-azepino[4,5-b][1,4]oxazino[2,3,4-hi]indole-9-carboxylate), ClC1=C(C=CC(=C1)Cl)B(O)O (2,4-dichlorophenyl boronic acid). Product: hydrochloride salt, ClC1=C(C=CC(=C1)Cl)C=1C=C2C3C(N4C2=C(C1)OCC4)CCNCC3 (5-(2,4-dichlorophenyl)-1,2,7,8,9,10,11,11a-octahydro-6bH-azepino[4,5-b][1,4]oxazino[2,3,4-hi]indole), ClC1=C(C=CC(=C1)Cl)C=1C=C2C3C(N4C2=C(C1)OCC4)CCN(CC3)C(=O)OC(C)(C)C (tert-butyl 5-(2,4-dichlorophenyl)-1,2,6b,7,8,10,11,11a-octahydro-9H-azepino[4,5-b][1,4]oxazino[2,3,4-hi]indole-9-carboxylate). Yield: 129.5%. Reaction SMILES: Br[C:2]1[CH:3]=[C:4]2[C:8]3=[C:9]([O:11][CH2:12][CH2:13][N:7]3[CH:6]3[CH2:14][CH2:15][N:16]([C:19]([O:21][C:22]([CH3:25])([CH3:24])[CH3:23])=[O:20])[CH2:17][CH2:18][CH:5]23)[CH:10]=1.[Cl:26][C:27]1[CH:32]=[C:31]([Cl:33])[CH:30]=[CH:29][C:28]=1B(O)O.C>>[Cl:26][C:27]1[CH:32]=[C:31]([Cl:33])[CH:30]=[CH:29][C:28]=1[C:2]1[CH:3]=[C:4]2[C:8]3=[C:9]([O:11][CH2:12][CH2:13][N:7]3[CH:6]3[CH2:14][CH2:15][NH:16][CH2:17][CH2:18][CH:5]23)[CH:10]=1.[Cl:26][C:27]1[CH:32]=[C:31]([Cl:33])[CH:30]=[CH:29][C:28]=1[C:2]1[CH:3]=[C:4]2[C:8]3=[C:9]([O:11][CH2:12][CH2:13][N:7]3[CH:6]3[CH2:14][CH2:15][N:16]([C:19]([O:21][C:22]([CH3:25])([CH3:23])[CH3:24])=[O:20])[CH2:17][CH2:18][CH:5]23)[CH:10]=1. Procedure: Tert-butyl 5-(2,4-dichlorophenyl)-1,2,6b,7,8,10,11,11a-octahydro-9H-azepino[4,5-b][1,4]oxazino[2,3,4-hi]indole-9-carboxylate (510 mg, 65%) was prepared via coupling of tert-butyl 5-bromo-1,2,6b,7,8,10,11,11a-octahydro-9H-azepino[4,5-b][1,4]oxazino[2,3,4-hi]indole-9-carboxylate (671 mg, 1.64 mmol) with 2,4-dichlorophenyl boronic acid (470 mg, 2.46 mmol) as illustrated by the general procedure described in Example 534 Step C. 1H NMR (CDCl3, 300 MHz) δ1.48 (s, 9H), 1.81-2.22 (m, 4H), 2.80-3.00 (m, ... The reactants are NC(C(=O)OCC)C1=CNC2=CC=CC=C12 (ethyl α-aminoindole-3-acetate), [OH-].[Na+] (NaOH), CO (MeOH). Run in C(C)(=O)O (acetic acid). Run at time 50 minute. Yields the product NC(C(=O)O)C1=CNC2=CC=CC=C12 (α-Aminoindole-3-acetic Acid). Reaction SMILES: [NH2:1][CH:2]([C:8]1[C:16]2[C:11](=[CH:12][CH:13]=[CH:14][CH:15]=2)[NH:10][CH:9]=1)[C:3]([O:5]CC)=[O:4].[OH-].[Na+].CO>C(O)(=O)C>[NH2:1][CH:2]([C:8]1[C:16]2[C:11](=[CH:12][CH:13]=[CH:14][CH:15]=2)[NH:10][CH:9]=1)[C:3]([OH:5])=[O:4] |f:1.2|. Reported procedure: A mixture of 2 g of ethyl α-aminoindole-3-acetate, excess dilute NaOH solution, and a few mL of MeOH was stirred occasionally for 25 minutes. Since a solution had not been obtained, the mixture was heated on a steam bath for ten minutes. The resulting solution was allowed to stand at ambient temperature for 50 minutes. The solution was acidified with acetic acid. The solid which separated was collected by filtration and washed with H2O giving 1.50 g (86%) of the title compound as small buff plat...